This data is from the Open Reaction Database (ORD), a public repository of structured organic reaction records. The task is: describe an organic reaction: reactants, conditions, products, and yield The reactants are C[Mg]Br (methyl magnesium bromide), O1CCCC1 (tetrahydrofuran), BrC1=C(C(=O)O)C=CC=C1C(F)(F)F (2-bromo-3-(trifluoromethyl)benzoic acid), O-dimethylhydroxylamine hydrochloride, CN1CCOCC1 (N-methylmorpholine), [Cl-].COC1=NC(=NC(=N1)OC)[N+]1(CCOCC1)C (4-(4,6-dimethoxy-1,3,5-triazin-2-yl)-4-methylmorpholinium chloride), Cl (hydrochloride). Run in C(C)#N (acetonitrile). The product is BrC1=C(C=CC=C1C(F)(F)F)C(C)=O (1-[2-Bromo-3-(trifluoromethyl)phenyl]ethanone). Procedure: A mixture solution of 2-bromo-3-(trifluoromethyl)benzoic acid (2.50 g, 9.29 mmol), N, O-dimethylhydroxylamine hydrochloride (1.18 g, 12.1 mmol), N-methylmorpholine (2.1 mL, 18.6 mmol), and 4-(4,6-dimethoxy-1,3,5-triazin-2-yl)-4-methylmorpholinium chloride (3.78 g, 12.1 mmol) in acetonitrile (45 mL) was stirred at room temperature for 18 hours. The reaction solution was concentrated under reduced pressure. The resulting residue was added with 1N aqueous hydrochloride solution and extracted with e... Isolated yield 44.0%. Reaction conditions: time 18 hour. As a reaction SMILES: [Br:1][C:2]1[C:10]([C:11]([F:14])([F:13])[F:12])=[CH:9][CH:8]=[CH:7][C:3]=1[C:4]([OH:6])=O.[CH3:15]N1CCOCC1.[Cl-].COC1N=C(OC)N=C([N+]2(C)CCOCC2)N=1.C[Mg]Br.O1CCCC1.Cl>C(#N)C>[Br:1][C:2]1[C:10]([C:11]([F:14])([F:13])[F:12])=[CH:9][CH:8]=[CH:7][C:3]=1[C:4](=[O:6])[CH3:15] |f:2.3|. Reactants: 11.2, NCCN1C[C@H]([C@@H](CC1)NCC1=CC=CC=C1)O (trans-1-(2-aminoethyl)-4-[(phenylmethyl)amino]-3-piperidinol), ClC1=NC=CC=N1 (2-chloropyrimidine), C(O)([O-])=O.[Na+] (sodium hydrogen carbonate). The solvent is C(C)O (ethanol). Conditions: time 8 hour. Product: 11.84, C1(=CC=CC=C1)CN[C@H]1[C@@H](CN(CC1)CCNC1=NC=CC=N1)O (trans-4-[(phenylmethyl)amino]-1-[2-(2-pyrimidinylamino)-ethyl]-3-piperidinol). Yield: 80.3%. RXN SMILES: [NH2:1][CH2:2][CH2:3][N:4]1[CH2:9][CH2:8][C@@H:7]([NH:10][CH2:11][C:12]2[CH:17]=[CH:16][CH:15]=[CH:14][CH:13]=2)[C@H:6]([OH:18])[CH2:5]1.Cl[C:20]1[N:25]=[CH:24][CH:23]=[CH:22][N:21]=1.C(=O)([O-])O.[Na+]>C(O)C>[C:12]1([CH2:11][NH:10][C@@H:7]2[CH2:8][CH2:9][N:4]([CH2:3][CH2:2][NH:1][C:20]3[N:25]=[CH:24][CH:23]=[CH:22][N:21]=3)[CH2:5][C@H:6]2[OH:18])[CH:13]=[CH:14][CH:15]=[CH:16][CH:17]=1 |f:2.3|. Procedure details: To a stirred solution of 11.2 parts of trans-1-(2-aminoethyl)-4-[(phenylmethyl)amino]-3-piperidinol in 135 parts of ethanol were added 5.7 parts of 2-chloropyrimidine. After the addition of 8.4 parts of sodium hydrogen carbonate, stirring was continued overnight at reflux temperature. After evaporation, the residue was taken up in a mixture of dichloromethane and water. The separated organic layer was washed with water, dried, filtered and evaoporated. The residue was crystallized from acetonitr... The reactants are S1C=CC=C1 (thiophene), CC(C#C)N(C(=O)N)O (N-(3-butyn-2-yl)N-hydroxyurea), FC1=CC=C(C=C1)CC1=CC=C(S1)C#CC(C)N(C(=O)N)O (N-{3-[5-(4-fluorophenylmethyl)-thien-2-yl]-1-methyl-2-propynyl}-N-hydroxyurea). Product: FC1=CC=C(C=C1)CC1=CC=C(O1)\C=C/C(C)N(C(=O)N)O (Z-N-[3-(5-(4-Fluorophenylmethyl)-fur-2-yl)-1-methyl-2-propenyl]-N-hydroxyurea). RXN SMILES: S1C=CC=C1.CC(N(O)C(N)=[O:12])C#C.[F:15][C:16]1[CH:21]=[CH:20][C:19]([CH2:22][C:23]2S[C:26]([C:28]#[C:29][CH:30]([N:32]([OH:36])[C:33]([NH2:35])=[O:34])[CH3:31])=[CH:25][CH:24]=2)=[CH:18][CH:17]=1>>[F:15][C:16]1[CH:21]=[CH:20][C:19]([CH2:22][C:23]2[O:12][C:26](/[CH:28]=[CH:29]\[CH:30]([N:32]([OH:36])[C:33]([NH2:35])=[O:34])[CH3:31])=[CH:25][CH:24]=2)=[CH:18][CH:17]=1. Reported procedure: The desired compound is prepared according to the method of Example 1, except substituting furan for thiophene, and substituting N-(3-butyn-2-yl)N-hydroxyurea, prepared as in Example 3, step 2, for (R) N-(3-butyn-2-yl)N-hydroxyurea. Starting materials: O1C(COC2=CC=C(NC3=NC=NC(=C3)NC3=CC(=CC=C3)C)C=C2)C1 (4-[4'-(2,3-epoxypropoxy)anilino]6-(3'-methylanilino) pyrimidine), CNC (dimethylamine), O (water). The solvent is C(C)O (ethanol), CN(C)C=O (DMF). Conditions: time 4 hour. The product is CN(CC(COC1=CC=C(NC2=NC=NC(=C2)NC2=CC(=CC=C2)C)C=C1)O)C (4-[4'-(3-dimethylamino-2-hydroxypropoxy)anilino]6-(3'-methylanilino) pyrimidine). Yield: 54.0%. Reaction SMILES: [O:1]1[CH2:26][CH:2]1[CH2:3][O:4][C:5]1[CH:25]=[CH:24][C:8]([NH:9][C:10]2[CH:15]=[C:14]([NH:16][C:17]3[CH:22]=[CH:21][CH:20]=[C:19]([CH3:23])[CH:18]=3)[N:13]=[CH:12][N:11]=2)=[CH:7][CH:6]=1.[CH3:27][NH:28][CH3:29].O>C(O)C.CN(C=O)C>[CH3:27][N:28]([CH3:29])[CH2:26][CH:2]([OH:1])[CH2:3][O:4][C:5]1[CH:6]=[CH:7][C:8]([NH:9][C:10]2[CH:15]=[C:14]([NH:16][C:17]3[CH:22]=[CH:21][CH:20]=[C:19]([CH3:23])[CH:18]=3)[N:13]=[CH:12][N:11]=2)=[CH:24][CH:25]=1. Procedure: A mixture of 4-[4'-(2,3-epoxypropoxy)anilino]6-(3'-methylanilino) pyrimidine (0.35 g), 33% dimethylamine in ethanol (10 ml) and DMF (5 ml) was stirred at room temperature for 4 hours. The mixture was poured into water, extracted with ethyl acetate and the organic phase evaporated. The residue was recrystallised from a mixture of methylene chloride, methanol and hexane to give 4-[4'-(3-dimethylamino-2-hydroxypropoxy)anilino]6-(3'-methylanilino) pyrimidine in 54% yield, m.p. 192°-195° C.; Starting materials: S(O)(O)(=O)=O (sulfuric acid), NC1=C(C=CC=2C(C3=CC=CC=C3C(C12)=O)=O)N (1,2-Diaminoanthraquinone), CC(=O)C (acetone), C([O-])([O-])=O.[K+].[K+] (potassium carbonate). Conditions: time 48 hour. The product is CC1(NC2=C(N1)C=1C(C3=CC=CC=C3C(C1C=C2)=O)=O)C (2,2-Dimethyl-2,3-dihydro-1H-anthra[1,2-d]imidazole-6,11-dione). RXN SMILES: [NH2:1][C:2]1[C:15]2[C:14](=[O:16])[C:13]3[C:8](=[CH:9][CH:10]=[CH:11][CH:12]=3)[C:7](=[O:17])[C:6]=2[CH:5]=[CH:4][C:3]=1[NH2:18].S(=O)(=O)(O)O.C(=O)([O-])[O-].[K+].[K+].[CH3:30][C:31]([CH3:33])=O>>[CH3:30][C:31]1([CH3:33])[NH:1][C:2]2[C:15]3[C:14](=[O:16])[C:13]4[C:8]([C:7](=[O:17])[C:6]=3[CH:5]=[CH:4][C:3]=2[NH:18]1)=[CH:9][CH:10]=[CH:11][CH:12]=4 |f:2.3.4|. Procedure: 1,2-Diaminoanthraquinone (1.19 g, 5 mmol) is dissolved in dry acetone (100 mL), and concentrated sulfuric acid (0.1 mL) is further added thereinto. After mixing and reacting in room temperature for 48 hours, the reacted mixture is transferred into a potassium carbonate column. The product is collected and recrystallized by methanol, so as to obtain the purple compound 20, and the production rate is 31%. In the purification steps of the Embodiment 21, regular extraction method will reduce the pro... Reactants: 64, C(#N)C(CCC(=O)O)(C1=CC=CC=C1)C1=CC=CC=C1 (4-cyano-4,4-diphenylbutanoic acid), Cl.CN(CCCN=C=NCC)C (1-(3-dimethylaminopropyl)-3-ethylcarbodiimide hydrochloride), O.ON1N=NC2=C1C=CC=C2 (1-hydroxybenzotriazole hydrate), C(C)(C)N(C(C)C)CC (N,N-diisopropylethylamine). Solvent: ClCCl (dichloromethane), C(C)(=O)OCC (ethyl acetate). Reaction conditions: time 18 hour. Product: O=C(CCC(C#N)(C1=CC=CC=C1)C1=CC=CC=C1)N1CC(C1)OC1=CC=CC=C1 (5-Oxo-5-(3-phenoxyazetidin-1-yl)-2,2-diphenylpentanenitrile). Yield: 75.0%. As a reaction SMILES: [C:1]([C:3]([C:15]1[CH:20]=[CH:19][CH:18]=[CH:17][CH:16]=1)([C:9]1[CH:14]=[CH:13][CH:12]=[CH:11][CH:10]=1)[CH2:4][CH2:5][C:6]([OH:8])=O)#[N:2].Cl.CN(C)CCCN=[C:28]=[N:29][CH2:30][CH3:31].[OH2:33].ON1[C:39]2[CH:40]=[CH:41][CH:42]=[CH:43][C:38]=2N=N1.C(N(CC)C(C)C)(C)C>ClCCl.C(OCC)(=O)C>[O:8]=[C:6]([N:29]1[CH2:28][CH:31]([O:33][C:38]2[CH:43]=[CH:42][CH:41]=[CH:40][CH:39]=2)[CH2:30]1)[CH2:5][CH2:4][C:3]([C:9]1[CH:14]=[CH:13][CH:12]=[CH:11][CH:10]=1)([C:15]1[CH:20]=[CH:19][CH:18]=[CH:17][CH:16]=1)[C:1]#[N:2] |f:1.2,3.4|. Reported procedure: A mixture of the product of preparation 64 (1.13 g, 7.6 mmol), 4-cyano-4,4-diphenylbutanoic acid [(2.4 g, 9.12 mmol), WO97/24325], 1-(3-dimethylaminopropyl)-3-ethylcarbodiimide hydrochloride (1.76 g, 9.12 mmol), 1-hydroxybenzotriazole hydrate (1.30 g, 9.12 mmol) and N,N-diisopropylethylamine (5.3 mL, 19 mmol) in dichloromethane (50 mL) was stirred at room temperature for 18 hours. The reaction mixture was then diluted with ethyl acetate (50 mL), washed with 2M hydrochloric acid (30 mL), and sodi... Reactants: CC(=O)[O-], CC(=O)[O-], CCOCC, ClCCl, CCOC(=O)C=[N+]=[N-], OC1CCCCC1, [Rh+2]. The product is CCOC(=O)COC1CCCCC1. Reaction SMILES: [C:24]([O-:25])(=[O:26])[CH3:27].[C:29]([O-:30])(=[O:31])[CH3:32].[CH3:19][CH2:20][O:21][CH2:22][CH3:23].[Cl:16][CH2:17][Cl:18].[N+:8](=[N-:9])=[CH:10][C:11](=[O:12])[O:13][CH2:14][CH3:15].[OH:1][CH:2]1[CH2:3][CH2:4][CH2:5][CH2:6][CH2:7]1.[Rh+2:28]>>[O:1]([CH:2]1[CH2:3][CH2:4][CH2:5][CH2:6][CH2:7]1)[CH2:10][C:11](=[O:12])[O:13][CH2:14][CH3:15]. The reactants are N (ammonia), FC(C1=CC=C(C=C1)/C=C/C(=O)O)(F)F ((E)-3-(4-(Trifluoromethyl)phenyl)-2-propenoic acid), CN(C=O)C (DMF), O=S(Cl)Cl (SOCl2). Run in C1(=CC=CC=C1)C (toluene), C1(=CC=CC=C1)C (toluene). Reaction conditions: temperature 47.5 celsius, time 1 hour. Yields the product FC(C1=CC=C(C=C1)/C=C/C(=O)N)(F)F ((E)-3-(4-(trifluoromethyl)phenyl)-2-propenamide). Yield: 96.0%. Reaction SMILES: [F:1][C:2]([F:15])([F:14])[C:3]1[CH:8]=[CH:7][C:6](/[CH:9]=[CH:10]/[C:11](O)=[O:12])=[CH:5][CH:4]=1.C[N:17](C)C=O.O=S(Cl)Cl.N>C1(C)C=CC=CC=1>[F:1][C:2]([F:15])([F:14])[C:3]1[CH:8]=[CH:7][C:6](/[CH:9]=[CH:10]/[C:11]([NH2:17])=[O:12])=[CH:5][CH:4]=1. Reported procedure: (E)-3-(4-(Trifluoromethyl)phenyl)-2-propenoic acid (2400 g, 11.1 mol) and DMF (N,N-dimethylformamide)(82 ml) were added to toluene (12 L). SOCl2 (52.6 mL, 721 mmol) was added dropwise at room temperature and the mixture was stirred at 45-50° C. for 1 hour. The toluene solution cooled to room temperature was added dropwise to 25% aqueous ammonia (12L) at 5-25° C. The mixture was stirred at 45-55° C. for 1 hour. After allowing to cool to room temperature and stirring, the mixture was stirred at th... Reactants: O=C([O-])[O-], CI, CN(C)C=O, [K+], [K+], O, O=C(O)c1ccc(CCCC2SCC(=O)N2CCC2(O)CCCCC2)cc1. Product: COC(=O)c1ccc(CCCC2SCC(=O)N2CCC2(O)CCCCC2)cc1. RXN SMILES: [C:28](=[O:29])([O-:30])[O-:31].[CH3:34][I:35].[CH3:37][N:38]([CH3:39])[CH:40]=[O:41].[K+:32].[K+:33].[OH2:36].[OH:1][C:2]1([CH2:8][CH2:9][N:10]2[CH:11]([CH2:16][CH2:17][CH2:18][c:19]3[cH:20][cH:21][c:22]([C:23](=[O:24])[OH:25])[cH:26][cH:27]3)[S:12][CH2:13][C:14]2=[O:15])[CH2:3][CH2:4][CH2:5][CH2:6][CH2:7]1>>[OH:1][C:2]1([CH2:8][CH2:9][N:10]2[CH:11]([CH2:16][CH2:17][CH2:18][c:19]3[cH:20][cH:21][c:22]([C:23](=[O:24])[O:25][CH3:28])[cH:26][cH:27]3)[S:12][CH2:13][C:14]2=[O:15])[CH2:3][CH2:4][CH2:5][CH2:6][CH2:7]1.